describe an organic reaction: reactants, conditions, products, and yield From a dataset of the Open Reaction Database (ORD), a public repository of structured organic reaction records. The reactants are Cc1ccc(N)cc1, C=CS(=O)(=O)F, CN(C)C=O. The product is Cc1ccc(NC=CS(=O)(=O)F)cc1. RXN SMILES: [CH3:1][c:2]1[cH:3][cH:4][c:5]([NH2:6])[cH:7][cH:8]1.[CH:9](=[CH2:10])[S:11](=[O:12])(=[O:13])[F:14].[O:15]=[CH:16][N:17]([CH3:18])[CH3:19]>>[CH3:1][c:2]1[cH:3][cH:4][c:5]([NH:6][CH:10]=[CH:9][S:11](=[O:12])(=[O:13])[F:14])[cH:7][cH:8]1.